describe an organic reaction: reactants, conditions, products, and yield From a dataset of the Open Reaction Database (ORD), a public repository of structured organic reaction records. Starting materials: C(C=C)Cl (allyl chloride), C[O-].[Na+] (sodium methoxide), C1(=CC=CC=C1)C (toluene), N1C(CCC1)=O (2-pyrrolidone). Solvent: O (water). Yields the product C(C=C)N1C(CCC1)=O (1-allyl-2-oxopyrrolidine). The yield is 89.9%. As a reaction SMILES: C[O-].[Na+].[C:4]1(C)[CH:9]=CC=C[CH:5]=1.[NH:11]1[CH2:15][CH2:14][CH2:13][C:12]1=[O:16].C(Cl)C=C>O>[CH2:9]([N:11]1[CH2:15][CH2:14][CH2:13][C:12]1=[O:16])[CH:4]=[CH2:5] |f:0.1|. Procedure details: To a 5 liter volume flask of glass equipped with a stirrer, a fractional distillation column, a thermometer and a dropping funnel, there were added 270.1 g (5.0 mol) of sodium methoxide and 2 liters of toluene. After 425.6 g (5.0 mol) of 2-pyrrolidone was dropwise added to the flask through the dropping funnel at room temperature, the resulting methanol was completely removed by the fractional distillation column. 6.9 g (25 mmol) of (Butyl-)4NCl was added as a phase transfer catalyst and 382.7 g... Starting materials: C1(=CC=C(C=C1)OC1=CC=C(C=C1)O)C (4-p-Tolyloxy-phenol), [H-].[Na+] (Sodium hydride), C(C)(C)(C)OC(=O)N1[C@@H](CCC1)COS(=O)(=O)C1=CC=C(C=C1)C ((S)-2-(Toluene-4-sulfonyloxymethyl)-pyrrolidine-1-carboxylic acid tert-butyl ester). Solvent: CN(C=O)C (dimethylformamide), CN(C=O)C (dimethylformamide). Conditions: temperature 0 celsius, time 45 minute. Yields the product C(C)(C)(C)OC(=O)N1[C@@H](CCC1)COC1=CC=C(C=C1)OC1=CC=C(C=C1)C ((S)-2-(4-p-Tolyloxy-phenoxymethyl)-pyrrolidine-1-carboxylic acid tert-butyl ester). Isolated yield 79.0%. Reaction SMILES: [C:1]1([CH3:15])[CH:6]=[CH:5][C:4]([O:7][C:8]2[CH:13]=[CH:12][C:11]([OH:14])=[CH:10][CH:9]=2)=[CH:3][CH:2]=1.[H-].[Na+].[C:18]([O:22][C:23]([N:25]1[CH2:29][CH2:28][CH2:27][C@H:26]1[CH2:30]OS(C1C=CC(C)=CC=1)(=O)=O)=[O:24])([CH3:21])([CH3:20])[CH3:19]>CN(C)C=O>[C:18]([O:22][C:23]([N:25]1[CH2:29][CH2:28][CH2:27][C@H:26]1[CH2:30][O:14][C:11]1[CH:12]=[CH:13][C:8]([O:7][C:4]2[CH:3]=[CH:2][C:1]([CH3:15])=[CH:6][CH:5]=2)=[CH:9][CH:10]=1)=[O:24])([CH3:21])([CH3:19])[CH3:20] |f:1.2|. Procedure: 4-p-Tolyloxy-phenol (2 g, 9.98 mmol) was taken into anhydrous dimethylformamide (40 mL) and cooled to 0° C. A 60% dispersion of Sodium hydride (0.52 g, 13 mmol) was added portionwise over 10 min. The reaction was kept at 0° C. for 45 min. and then heated to 35° C. for 15 min. (S)-2-(Toluene-4-sulfonyloxymethyl)-pyrrolidine-1-carboxylic acid tert-butyl ester (4.26 g, 11.9 mmol) was taken into anhydrous dimethylformamide (20 mL) and added to the reaction dropwise over 5 min. The reaction was heate...